This data is from the Open Reaction Database (ORD), a public repository of structured organic reaction records. The task is: describe an organic reaction: reactants, conditions, products, and yield Reactants: C, CC(C)CC(CC(=O)OC(C)(C)C)C(=O)OCc1ccc([N+](=O)[O-])cc1, CCOC(C)=O, [Pd]. The product is CC(C)CC(CC(=O)OC(C)(C)C)C(=O)O. RXN SMILES: [C:33].[CH2:1]([CH:2]([CH3:3])[CH3:4])[CH:5]([C:6](=[O:7])[O:8][CH2:9][c:10]1[cH:11][cH:12][c:13]([N+:14]([O-:15])=[O:16])[cH:17][cH:18]1)[CH2:19][C:20](=[O:21])[O:22][C:23]([CH3:24])([CH3:25])[CH3:26].[CH3:27][CH2:28][O:29][C:30](=[O:31])[CH3:32].[Pd:34]>>[CH2:1]([CH:2]([CH3:3])[CH3:4])[CH:5]([C:6](=[O:7])[OH:8])[CH2:19][C:20](=[O:21])[O:22][C:23]([CH3:24])([CH3:25])[CH3:26]. The reactants are ClC1=NC(=NC(=C1CCCl)C1=CC(=CC=C1)OC)N1CCOCC1 (4-[4-chloro-5-(2-chloroethyl)-6-(3-methoxyphenyl)-pyrimidin-2-yl]-morpholine), CC1=NC2=CC=CC=C2C(=C1)N (2-methyl-quinolin-4-ylamine), COC=1C=C(C=CC1)C=1C2=C(N=C(N1)N1CCOCC1)N(CC2)C2=CC(=NC1=CC=CC=C21)C (4-[4-(3-methoxy-phenyl)-2-morpholin-4-yl-5,6-dihydro-pyrrolo[2,3-d]pyrimidin-7-yl]-2-methyl-quinoline). The product is CC1=NC2=CC=CC=C2C(=C1)N1CCC2=C1N=C(N=C2C=2C=C(C=CC2)O)N2CCOCC2 (3-[7-(2-Methyl-quinolin-4-yl)-2-morpholin-4-yl-6,7-dihydro-5H-pyrrolo[2,3-d]pyrimidin-4-yl]-phenol). RXN SMILES: ClC1C(CCCl)=C(C2C=CC=C(OC)C=2)N=C(N2CCOCC2)N=1.CC1C=C(N)C2C(=CC=CC=2)N=1.C[O:38][C:39]1[CH:40]=[C:41]([C:45]2[C:46]3[CH2:59][CH2:58][N:57]([C:60]4[C:69]5[C:64](=[CH:65][CH:66]=[CH:67][CH:68]=5)[N:63]=[C:62]([CH3:70])[CH:61]=4)[C:47]=3[N:48]=[C:49]([N:51]3[CH2:56][CH2:55][O:54][CH2:53][CH2:52]3)[N:50]=2)[CH:42]=[CH:43][CH:44]=1>>[CH3:70][C:62]1[CH:61]=[C:60]([N:57]2[C:47]3[N:48]=[C:49]([N:51]4[CH2:52][CH2:53][O:54][CH2:55][CH2:56]4)[N:50]=[C:45]([C:41]4[CH:40]=[C:39]([OH:38])[CH:44]=[CH:43][CH:42]=4)[C:46]=3[CH2:59][CH2:58]2)[C:69]2[C:64](=[CH:65][CH:66]=[CH:67][CH:68]=2)[N:63]=1. Procedure details: In the same manner as Example 1-A-01, from 4-[4-chloro-5-(2-chloroethyl)-6-(3-methoxyphenyl)-pyrimidin-2-yl]-morpholine and 2-methyl-quinolin-4-ylamine, 4-[4-(3-methoxy-phenyl)-2-morpholin-4-yl-5,6-dihydro-pyrrolo[2,3-d]pyrimidin-7-yl]-2-methyl-quinoline was obtained, and subsequently, further in the same manner as Example 1-A-09, the desired compound was obtained.